Dataset: the Open Reaction Database (ORD), a public repository of structured organic reaction records. Task: describe an organic reaction: reactants, conditions, products, and yield The reactants are ClC=1C=C(C=C(C1)Cl)[C@H](C(=O)OC)O (methyl (R)-2-(3,5-dichlorophenyl)-2-hydroxyethanoate), [Si](C)(C)(C(C)(C)C)Cl (tert-butyidimethylsilyl chloride), N1C=NC=C1 (imidazole). Solvent: CN(C=O)C (N,N-dimethylformamide). Product: [Si](C)(C)(C(C)(C)C)O[C@@H](C(=O)OC)C1=CC(=CC(=C1)Cl)Cl (Methyl (R)-2-[tert-butyl(dimethyl)silyl]oxy-2-(3,5-dichlorophenyl)ethanoate). Yield: 96.6%. Reaction SMILES: [Cl:1][C:2]1[CH:3]=[C:4]([C@@H:9]([OH:14])[C:10]([O:12][CH3:13])=[O:11])[CH:5]=[C:6]([Cl:8])[CH:7]=1.[Si:15](Cl)([C:18]([CH3:21])([CH3:20])[CH3:19])([CH3:17])[CH3:16].N1C=CN=C1>CN(C)C=O>[Si:15]([O:14][C@H:9]([C:4]1[CH:3]=[C:2]([Cl:1])[CH:7]=[C:6]([Cl:8])[CH:5]=1)[C:10]([O:12][CH3:13])=[O:11])([C:18]([CH3:21])([CH3:20])[CH3:19])([CH3:17])[CH3:16]. Procedure details: A solution of methyl (R)-2-(3,5-dichlorophenyl)-2-hydroxyethanoate (10.485 g), tert-butyidimethylsilyl chloride (8.07 g), and imidazole (3.64 g) in N,N-dimethylformamide (50 mL) was stirred under nitrogen for 18 h. Volatiles were then removed under vacuum and the residue was chromatographed on silica gel, eluting with hexanelethyl acetate (20:1) The title compound was obtained as a colorless oil (15.05 g). The reactants are C(#N)C1=C(SC=2CNCCC21)NC(C2=CC(=CC(=C2)OC)OC)=O (N-(3-cyano-4,5,6,7-tetrahydro-thieno[2,3-c]pyridin-2-yl)-3,5-dimethoxybenzamide), C(#N)C1=C(SC=2CNCCC21)NC(C2=CC(=CC(=C2)OC)OC)=O (N-(3-cyano-4,5,6,7-tetrahydro-thieno[2,3-c]pyridin-2-yl)-3,5-dimethoxybenzamide), C(CCC)(=O)Cl (butyric acid chloride). The product is C(#N)C1=C(SC=2C(NCCC21)C(=O)CC)NC(C2=CC(=CC(=C2)OC)OC)=O (N-(3-Cyano-7-ethylcarbonyl-4,5,6,7-tetrahydro-thieno[2,3-c]pyridin-2-yl)-3,5-dimethoxybenzamide). As a reaction SMILES: [C:1]([C:3]1[C:11]2[CH2:10][CH2:9][NH:8][CH2:7][C:6]=2[S:5][C:4]=1[NH:12][C:13](=[O:24])[C:14]1[CH:19]=[C:18]([O:20][CH3:21])[CH:17]=[C:16]([O:22][CH3:23])[CH:15]=1)#[N:2].[C:25](Cl)(=[O:29])[CH2:26][CH2:27]C>>[C:1]([C:3]1[C:11]2[CH2:10][CH2:9][NH:8][CH:7]([C:25]([CH2:26][CH3:27])=[O:29])[C:6]=2[S:5][C:4]=1[NH:12][C:13](=[O:24])[C:14]1[CH:19]=[C:18]([O:20][CH3:21])[CH:17]=[C:16]([O:22][CH3:23])[CH:15]=1)#[N:2]. Reported procedure: Prepared according to general procedure A starting from N-(3-cyano-4,5,6,7-tetrahydro-thieno[2,3-c]pyridin-2-yl)-3,5-dimethoxybenzamide (compound B1) and butyric acid chloride. Reactants: CN(C)C=C(C(=O)OCC)N1C=NC(=C1)C#N (Ethyl 3-(N,N-dimethylamino)-2-(4-cyano-1H-imidazol-1-yl)acrylate), N(N)C1=CC(=NC=N1)N1CCOCCC1 (4-(6-Hydrazinylpyrimidin-4-yl)-1,4-oxazepane), FC(C(=O)O)(F)F (trifluoroacetic acid). Run in O (water). Run at temperature 100 celsius, time 16 hour. Yields the product O1CCN(CCC1)C1=CC(=NC=N1)N1NC=C(C1=O)N1C=NC(=C1)C#N (1-{2-[6-(1,4-Oxazepan-4-yl)pyrimidin-4-yl]-3-oxo-2,3-dihydro-1H-pyrazol-4-yl}-1H-imidazole-4-carbonitrile). As a reaction SMILES: C[N:2]([CH:4]=[C:5]([N:11]1[CH:15]=[C:14]([C:16]#[N:17])[N:13]=[CH:12]1)[C:6]([O:8]CC)=O)C.[NH:18]([C:20]1[N:25]=[CH:24][N:23]=[C:22]([N:26]2[CH2:32][CH2:31][CH2:30][O:29][CH2:28][CH2:27]2)[CH:21]=1)N.FC(F)(F)C(O)=O>O>[O:29]1[CH2:30][CH2:31][CH2:32][N:26]([C:22]2[N:23]=[CH:24][N:25]=[C:20]([N:18]3[C:6](=[O:8])[C:5]([N:11]4[CH:15]=[C:14]([C:16]#[N:17])[N:13]=[CH:12]4)=[CH:4][NH:2]3)[CH:21]=2)[CH2:27][CH2:28]1. Procedure details: A mixture of 200 mg (0.9 mmol) of the compound from Example 6A, 178 mg (0.9 mmol) of the compound from Example 14A and 33 μl (49 mg, 0.4 mmol) of trifluoroacetic acid in 3 ml of water is stirred at 100° C. for 16 h. The precipitated solid is filtered off and washed first with water and then with diethyl ether. The product is dried under reduced pressure. Yield: 120 mg (40% of theory) The yield is 61.2%. Product: BrC=1C(N(C(=NC1OCC1=C(C=C(C=C1)F)F)C)C1=C(C=CC(=C1)C1=NC(=NC=C1)C(C)(C)O)C)=O (5-bromo-6-((2,4-difluorobenzyl)oxy)-3-(5-(2-(2-hydroxypropan-2-yl)pyrimidin-4-yl)-2-methylphenyl)-2-methylpyrimidin-4(3H)-one). The solvent is C(C)#N (acetonitrile). Run at temperature 75 celsius. Starting materials: BrC=1C(N(C(=NC1OCC1=C(C=C(C=C1)F)F)C)C1=C(C=CC(=C1)C(C#C)=O)C)=O (5-bromo-6-(2,4-difluoro-benzyloxy)-2-methyl-3-(2-methyl-5-propynoyl-phenyl)-3H-pyrimidin-4-one), Cl.OC(C(=N)N)(C)C (2-hydroxy-2-methylpropionamidine HCl), C([O-])([O-])=O.[K+].[K+] (potassium carbonate). Reaction SMILES: [Br:1][C:2]1[C:3](=[O:30])[N:4]([C:19]2[CH:24]=[C:23]([C:25](=O)[C:26]#[CH:27])[CH:22]=[CH:21][C:20]=2[CH3:29])[C:5]([CH3:18])=[N:6][C:7]=1[O:8][CH2:9][C:10]1[CH:15]=[CH:14][C:13]([F:16])=[CH:12][C:11]=1[F:17].Cl.[OH:32][C:33]([CH3:38])([CH3:37])[C:34]([NH2:36])=[NH:35].C(=O)([O-])[O-].[K+].[K+]>C(#N)C>[Br:1][C:2]1[C:3](=[O:30])[N:4]([C:19]2[CH:24]=[C:23]([C:25]3[CH:26]=[CH:27][N:36]=[C:34]([C:33]([OH:32])([CH3:38])[CH3:37])[N:35]=3)[CH:22]=[CH:21][C:20]=2[CH3:29])[C:5]([CH3:18])=[N:6][C:7]=1[O:8][CH2:9][C:10]1[CH:15]=[CH:14][C:13]([F:16])=[CH:12][C:11]=1[F:17] |f:1.2,3.4.5|. Procedure details: To a solution of the 5-bromo-6-(2,4-difluoro-benzyloxy)-2-methyl-3-(2-methyl-5-propynoyl-phenyl)-3H-pyrimidin-4-one of Step E (80 mg, 0.17 mmol) in acetonitrile (3 mL) was added 2-hydroxy-2-methylpropionamidine HCl (35 mg, 0.25 mmol) and potassium carbonate (70 mg, 0.50 mmol) and the slurry was heated at 75° C. for eighteen hours. The reaction was returned to ambient temperature and filtered to remove excess salts. The filtrate was concentrated and purified via normal phase chromatography (ethyl... Starting materials: CC(=O)O, N#CCCl, Cc1ccc(CC(C)(C)O)cc1F, [Na+], [OH-], O=S(=O)(O)O. Product: Cc1ccc(CC(C)(C)NC(=O)CCl)cc1F. RXN SMILES: [CH3:25][C:26](=[O:27])[OH:28].[Cl:21][CH2:22][C:23]#[N:24].[F:1][c:2]1[cH:3][c:4]([CH2:9][C:10]([CH3:11])([OH:12])[CH3:13])[cH:5][cH:6][c:7]1[CH3:8].[Na+:20].[OH-:19].[S:14](=[O:15])(=[O:16])([OH:17])[OH:18]>>[F:1][c:2]1[cH:3][c:4]([CH2:9][C:10]([CH3:11])([CH3:13])[NH:24][C:23](=[O:19])[CH2:22][Cl:21])[cH:5][cH:6][c:7]1[CH3:8].